From a dataset of the Open Reaction Database (ORD), a public repository of structured organic reaction records. describe an organic reaction: reactants, conditions, products, and yield Yields the product Cl.COC1=CC=C(C=C1)CSC=1NC(=C(C(N1)C1=CC(=CC=C1)[N+](=O)[O-])C(=O)OC(C)C)C ((+)-1,4-dihydro-2-[[(4-methoxyphenyl)methyl]thio]-6-methyl-4-(3-nitrophenyl)-5-pyrimidinecarboxylic acid, 1-methylethyl ester hydrochloride). As a reaction SMILES: [CH3:1][C:2]1[NH:7][C:6](=[S:8])[NH:5][CH:4]([C:9]2[CH:14]=[CH:13][CH:12]=[C:11]([N+:15]([O-:17])=[O:16])[CH:10]=2)[C:3]=1[C:18]([O:20][CH:21]([CH3:23])[CH3:22])=[O:19].[CH3:24][O:25][C:26]1[CH:33]=[CH:32][C:29]([CH2:30][Cl:31])=[CH:28][CH:27]=1>O1CCCC1.CCOCC>[ClH:31].[CH3:24][O:25][C:26]1[CH:33]=[CH:32][C:29]([CH2:30][S:8][C:6]2[NH:7][C:2]([CH3:1])=[C:3]([C:18]([O:20][CH:21]([CH3:23])[CH3:22])=[O:19])[CH:4]([C:9]3[CH:14]=[CH:13][CH:12]=[C:11]([N+:15]([O-:17])=[O:16])[CH:10]=3)[N:5]=2)=[CH:28][CH:27]=1 |f:4.5|. Conditions: temperature 0 celsius, time 2 hour. Starting materials: COC1=CC=C(CCl)C=C1 (4-Methoxybenzyl chloride), CC1=C(C(NC(N1)=S)C1=CC(=CC=C1)[N+](=O)[O-])C(=O)OC(C)C ((+)-1,2,3,4-Tetrahydro-6-methyl-4-(3-nitrophenyl)-2-thioxo-5-pyrimidinecarboxylic acid, 1-methylethyl ester), COC1=CC=C(CCl)C=C1 (4-methoxybenzyl chloride). Solvent: CCOCC (ether), O1CCCC1 (tetrahydrofuran). Reported procedure: (+)-1,2,3,4-Tetrahydro-6-methyl-4-(3-nitrophenyl)-2-thioxo-5-pyrimidinecarboxylic acid, 1-methylethyl ester (2.6 mmol, 884 mg) was dissolved in dry tetrahydrofuran and cooled to 0° C. 4-Methoxybenzyl chloride (1.1 eq, 32.9 mmol, 393 μl) was added dropwise. After the addition was complete, the bath was removed and the reaction stirred at room temperature for two hours. The mixture was then heated at 65° C. for 16 hours. TLC 35:65:acetone:hexane showed an incomplete reaction, so additional 4-metho...